Dataset: the Open Reaction Database (ORD), a public repository of structured organic reaction records. Task: describe an organic reaction: reactants, conditions, products, and yield Reactants: BrC=1C=C2CC(NC(C2=CC1)=O)=O (6-Bromo-4H-isoquinoline-1,3-dione), C(OC)(OC)OC (trimethyl orthoformate), C(C)(=O)OC(C)=O (acetic anhydride). Solvent: CN(C=O)C (N,N-dimethylformamide). Conditions: temperature 125 celsius. Product: BrC=1C=C2C(C(NC(C2=CC1)=O)=O)=COC (6-Bromo-4-methoxymethylene-4H-isoquinoline-1,3-dione). Yield: 76.0%. RXN SMILES: [Br:1][C:2]1[CH:3]=[C:4]2[C:9](=[CH:10][CH:11]=1)[C:8](=[O:12])[NH:7][C:6](=[O:13])[CH2:5]2.[CH:14](OC)(OC)[O:15][CH3:16].C(OC(=O)C)(=O)C>CN(C)C=O>[Br:1][C:2]1[CH:3]=[C:4]2[C:9](=[CH:10][CH:11]=1)[C:8](=[O:12])[NH:7][C:6](=[O:13])[C:5]2=[CH:14][O:15][CH3:16]. Procedure: 6-Bromo-4H-isoquinoline-1,3-dione (120 mg, 0.500 mmol) and trimethyl orthoformate (106 mg, 1.00 mmol) were suspended in 1.25 ml of a 1:4 ratio mixture of acetic anhydride and N,N-dimethylformamide. Mixture is heated at 125° C. for 2 hours causing a yellow solid to form. Mixture is cooled to room temperature and filtered. Residue is washed with 20 ml of ethyl ether to afford the product as a yellow solid (109 mg, 0.380 mmol, 77%); 1H NMR (DMSO-d6) δ 4.25 (s, 3H), 7.60 (dd, J=1.9, 8.4 Hz, 1H), 7.9...